Task: describe an organic reaction: reactants, conditions, products, and yield. Dataset: the Open Reaction Database (ORD), a public repository of structured organic reaction records Starting materials: CN(C1=C2C(=NC=N1)N(N=C2)COCC[Si](C)(C)C)[C@@H]2CNCCC2 ((S)—N-methyl-N-(piperidin-3-yl)-1-((2-(trimethylsilyl)ethoxy)methyl)-1H-pyrazolo[3,4-d]pyrimidin-4-amine), Cl (HCl). Run in CCO (EtOH). Reaction conditions: temperature 60 celsius. The product is CN(C1=C2C(=NC=N1)NN=C2)[C@@H]2CNCCC2 ((S)—N-methyl-N-(piperidin-3-yl)-1H-pyrazolo[3,4-d]pyrimidin-4-amine). Isolated yield 95.7%. Reaction SMILES: [CH3:1][N:2]([C@H:20]1[CH2:25][CH2:24][CH2:23][NH:22][CH2:21]1)[C:3]1[N:8]=[CH:7][N:6]=[C:5]2[N:9](COCC[Si](C)(C)C)[N:10]=[CH:11][C:4]=12.Cl>CCO>[CH3:1][N:2]([C@H:20]1[CH2:25][CH2:24][CH2:23][NH:22][CH2:21]1)[C:3]1[N:8]=[CH:7][N:6]=[C:5]2[NH:9][N:10]=[CH:11][C:4]=12. Procedure: To a solution of (S)—N-methyl-N-(piperidin-3-yl)-1-((2-(trimethylsilyl)ethoxy)methyl)-1H-pyrazolo[3,4-d]pyrimidin-4-amine (310 mg, 0.85 mmol) in EtOH (7.5 mL), cone. HCl (2.5 mL) was added and the reaction mixture was heated at 60° C. for 5 h. The reaction mixture was concentrated in vacuo and the residue was dissolved in MeOH (5 mL) and a polymer support carbonate resin was added until the mixture turned basic (Checked by litmus paper). The reaction mixture was filtered and the filtrate was con... Starting materials: CCO, CCOC(C)=O, C=Cc1cc(O)c2cnn(-c3ccc(O)c(F)c3)c2c1. Product: CCc1cc(O)c2cnn(-c3ccc(O)c(F)c3)c2c1. Reaction SMILES: [CH3:21][CH2:22][OH:23].[CH3:24][CH2:25][O:26][C:27](=[O:28])[CH3:29].[CH:1](=[CH2:2])[c:3]1[cH:4][c:5]([OH:20])[c:6]2[cH:7][n:8][n:9](-[c:12]3[cH:13][c:14]([F:19])[c:15]([OH:18])[cH:16][cH:17]3)[c:10]2[cH:11]1>>[CH2:1]([CH3:2])[c:3]1[cH:4][c:5]([OH:20])[c:6]2[cH:7][n:8][n:9](-[c:12]3[cH:13][c:14]([F:19])[c:15]([OH:18])[cH:16][cH:17]3)[c:10]2[cH:11]1. Starting materials: C([O-])([O-])=O.[K+].[K+] (Potassium carbonate), C[Si](C#CC1=C(N=CS1)CO)(C)C ([5-[2-(trimethylsilyl)ethynyl]thiazol-4-yl]-methanol), C(CC(O)(C(=O)O)CC(=O)O)(=O)O (citric acid). The solvent is CO (methanol). Run at time 10 minute. Yields the product C(#C)C1=C(N=CS1)CO (5-ethynyl-4-hydroxymethylthiazole). Isolated yield 78.5%. Reaction SMILES: C(=O)([O-])[O-].[K+].[K+].C[Si](C)(C)[C:9]#[C:10][C:11]1[S:15][CH:14]=[N:13][C:12]=1[CH2:16][OH:17].C(O)(=O)CC(CC(O)=O)(C(O)=O)O>CO>[C:10]([C:11]1[S:15][CH:14]=[N:13][C:12]=1[CH2:16][OH:17])#[CH:9] |f:0.1.2|. Procedure details: Potassium carbonate (39 mg) was added to a solution of 6.02 g of [5-[2-(trimethylsilyl)ethynyl]thiazol-4-yl]-methanol in 12 ml of methanol, and the mixture was stirred at room temperature for 10 min. A 10% aqueous citric acid solution (6 ml) was added thereto, and the mixture was stirred for 30 min. The reaction mixture was then extracted with 90 ml of ethyl acetate. The organic layer was washed with 12 ml of 5% sodium bicarbonate water and 12 ml of 20% brine in that order and was treated with 0... Reactants: BrC1=C(C(=O)O)C=CC=C1 (2-bromobenzoic acid), COC1=C(C=C(C=C1)C)OC (1,2-dimethoxy-4-methylbenzene), ice water. Run in CS(=O)(=O)O (methanesulfonic acid). Conditions: temperature 70 celsius, time 30 minute. Yields the product BrC1=C(C=CC=C1)C(=O)C1=CC(=C(C=C1C)OC)OC ((2-bromophenyl)-(3,4-dimethoxy-6-methylphenyl)-methanone). As a reaction SMILES: [Br:1][C:2]1[CH:10]=[CH:9][CH:8]=[CH:7][C:3]=1[C:4]([OH:6])=O.[CH3:11][O:12][C:13]1[CH:18]=[CH:17][C:16]([CH3:19])=[CH:15][C:14]=1[O:20][CH3:21]>CS(O)(=O)=O>[Br:1][C:2]1[CH:10]=[CH:9][CH:8]=[CH:7][C:3]=1[C:4]([C:17]1[C:16]([CH3:19])=[CH:15][C:14]([O:20][CH3:21])=[C:13]([O:12][CH3:11])[CH:18]=1)=[O:6]. Procedure: A solution of 20 g of bisphosphorus pentoxide in 200 ml of methanesulfonic acid is poured over 20.7 g (0.1 mol) of 2-bromobenzoic acid and 15.2 g (0.1 mol) of 1,2-dimethoxy-4-methylbenzene, and the mixture is heated, with stirring, for 30 minutes at 70° C. The mixture is then poured into ice-water and extracted with ether. After concentration by evaporation, the ether extracts yield (2-bromophenyl)-(3,4-dimethoxy-6-methylphenyl)-methanone as a brown product of honey-like consistency. The reactants are C(C1=CC=CC=C1)N1C(C(CC1)(CCO[Si](C)(C)C(C)(C)C)CC1=CC=CC=C1)=O (1-benzyl-3-(phenylmethyl)-3-(2-(t-butyldimethylsilyloxy)ethyl)-2-oxopyrrolidine), [OH-].[Na+] (sodium hydroxide), O1CCCC1 (tetrahydrofuran), [H-].[Al+3].[Li+].[H-].[H-].[H-] (lithium aluminum hydride). Run in C(C)(=O)OCC (ethyl acetate), O (water), O (water). Conditions: time 2 hour. Yields the product C(C1=CC=CC=C1)N1CC(CC1)(CCO)CC1=CC=CC=C1 (1-benzyl-3-(phenylmethyl)-3-(2-hydroxyethyl)pyrrolidine). RXN SMILES: [CH2:1]([N:8]1[CH2:12][CH2:11][C:10]([CH2:23][C:24]2[CH:29]=[CH:28][CH:27]=[CH:26][CH:25]=2)([CH2:13][CH2:14][O:15][Si](C(C)(C)C)(C)C)[C:9]1=O)[C:2]1[CH:7]=[CH:6][CH:5]=[CH:4][CH:3]=1.O1CCCC1.[H-].[Al+3].[Li+].[H-].[H-].[H-].[OH-].[Na+]>C(OCC)(=O)C.O>[CH2:1]([N:8]1[CH2:12][CH2:11][C:10]([CH2:23][C:24]2[CH:29]=[CH:28][CH:27]=[CH:26][CH:25]=2)([CH2:13][CH2:14][OH:15])[CH2:9]1)[C:2]1[CH:3]=[CH:4][CH:5]=[CH:6][CH:7]=1 |f:2.3.4.5.6.7,8.9|. Reported procedure: Combine 1-benzyl-3-(phenylmethyl)-3-(2-(t-butyldimethylsilyloxy)ethyl)-2-oxopyrrolidine (1.19 g, 2.81 mmol) and tetrahydrofuran (20 mL). Cool in an ice bath. Add dropwise a solution of lithium aluminum hydride (2.81 mL, 1 M in THF, 2.81 mmol). After the addition is complete, warm to ambient temperature. After 2 hours, heat to reflux. After 1 hour, cool to ambient temperature and cautiously add water (0.11 mL), a solution of 1 M sodium hydroxide (0.11 mL), and water (0.32 mL). Stir vigorously. Af... Starting materials: BrC=1C=C(C=CC1)NC(=S)N ((3-bromophenyl)thiourea), BrBr (bromine). The solvent is C(Cl)(Cl)Cl (chloroform), C(Cl)(Cl)Cl (chloroform). Conditions: time 16 hour. Product: NC=1SC2=C(N1)C=C(C=C2)Br (2-amino-5-bromobenzothiazole). Yield: 47.6%. RXN SMILES: [Br:1][C:2]1[CH:3]=[C:4]([NH:8][C:9]([NH2:11])=[S:10])[CH:5]=[CH:6][CH:7]=1.BrBr>C(Cl)(Cl)Cl>[NH2:11][C:9]1[S:10][C:5]2[CH:6]=[CH:7][C:2]([Br:1])=[CH:3][C:4]=2[N:8]=1. Procedure details: A solution of Intermediate 62 (1.29 g) in chloroform (12 ml) was added dropwise with a solution of bromine (272 μl, WAKO) in chloroform (1.5 ml), refluxed with heating for 2.5 hours and then stirred at room temperature for 16 hours. The reaction mixture was concentrated under reduced pressure, neutralized with 5% aqueous ammonia and then added with water (50 ml) and methylene chloride (150 ml) for extraction. The organic layer was dried, and then the solvent was evaporated under reduced pressure... The reactants are CCN(C(C)C)C(C)C, CN(C)C=O, Cc1nc(Cl)c(C#N)nc1-c1ccccc1, Fc1ccc(C2CCNCC2)cc1. The product is Cc1nc(N2CCC(c3ccc(F)cc3)CC2)c(C#N)nc1-c1ccccc1. As a reaction SMILES: [CH2:30]([N:31]([CH:32]([CH3:33])[CH3:34])[CH:35]([CH3:36])[CH3:37])[CH3:38].[CH3:39][N:40]([CH3:41])[CH:42]=[O:43].[Cl:1][c:2]1[c:3]([C:15]#[N:16])[n:4][c:5](-[c:9]2[cH:10][cH:11][cH:12][cH:13][cH:14]2)[c:6]([CH3:8])[n:7]1.[F:17][c:18]1[cH:19][cH:20][c:21]([CH:24]2[CH2:25][CH2:26][NH:27][CH2:28][CH2:29]2)[cH:22][cH:23]1>>[c:2]1([N:27]2[CH2:26][CH2:25][CH:24]([c:21]3[cH:20][cH:19][c:18]([F:17])[cH:23][cH:22]3)[CH2:29][CH2:28]2)[c:3]([C:15]#[N:16])[n:4][c:5](-[c:9]2[cH:10][cH:11][cH:12][cH:13][cH:14]2)[c:6]([CH3:8])[n:7]1.